From a dataset of the Open Reaction Database (ORD), a public repository of structured organic reaction records. describe an organic reaction: reactants, conditions, products, and yield Reactants: O (water), C(C)(=O)OCC (ethyl acetate), COCC1=CC=C(C(=O)O)C=C1 (4-(methoxymethyl)benzoic acid). Reagents/catalysts: Cl (HCl). Solvent: CO (methanol). Run at time 2.5 hour. The product is COCC1=CC=C(C=C1)C(=O)OC (MMBC). As a reaction SMILES: [CH3:1][O:2][CH2:3][C:4]1[CH:12]=[CH:11][C:7]([C:8]([OH:10])=[O:9])=[CH:6][CH:5]=1.O.[C:14](OCC)(=O)C>CO.Cl>[CH3:1][O:2][CH2:3][C:4]1[CH:12]=[CH:11][C:7]([C:8]([O:10][CH3:14])=[O:9])=[CH:6][CH:5]=1. Reported procedure: Methyl 4-(methoxymethyl)benzenecarboxylate (MMBC) was prepared from 4-(methoxymethyl)benzoic acid (Sigma-Aldrich) by esterification in methanol using HCl as catalyst. The reaction was conducted under reflux conditions for 2.5 hours. Following the reaction, water and ethyl acetate was added and the MMBC product was separated using liquid extraction into the ethyl acetate phase. The ethyl acetate was then removed by rotary evaporation to obtain the isolated MMBC product. The 1H NMR spectrum of the... Reactants: [BH4-], CC(=O)Cl, CCO, CCN(C(C)C)C(C)C, ClCCl, CC(c1ccccc1)N1CCc2c(sc(N)c2C(=O)O)C1CN, [Na+], O=Cc1ccc(Oc2ccccc2)cc1. The product is CC(=O)N(Cc1ccc(Oc2ccccc2)cc1)CC1c2sc(N)c(C(=O)O)c2CCN1C(C)c1ccccc1. RXN SMILES: [BH4-:39].[CH3:50][C:51]([Cl:52])=[O:53].[CH3:54][CH2:55][OH:56].[CH:41]([N:42]([CH:43]([CH3:44])[CH3:45])[CH2:46][CH3:47])([CH3:48])[CH3:49].[Cl:57][CH2:58][Cl:59].[NH2:1][c:2]1[c:3]([C:21](=[O:22])[OH:23])[c:4]2[c:5]([s:20]1)[CH:6]([CH2:18][NH2:19])[N:7]([CH:10]([CH3:11])[c:12]1[cH:13][cH:14][cH:15][cH:16][cH:17]1)[CH2:8][CH2:9]2.[Na+:40].[O:24]([c:25]1[cH:26][cH:27][cH:28][cH:29][cH:30]1)[c:31]1[cH:32][cH:33][c:34]([CH:35]=[O:36])[cH:37][cH:38]1>>[NH2:1][c:2]1[c:3]([C:21](=[O:22])[OH:23])[c:4]2[c:5]([s:20]1)[CH:6]([CH2:18][N:19]([CH2:35][c:34]1[cH:33][cH:32][c:31]([O:24][c:25]3[cH:26][cH:27][cH:28][cH:29][cH:30]3)[cH:38][cH:37]1)[C:51]([CH3:50])=[O:53])[N:7]([CH:10]([CH3:11])[c:12]1[cH:13][cH:14][cH:15][cH:16][cH:17]1)[CH2:8][CH2:9]2. Reaction conditions: time 1 hour. As a reaction SMILES: C1(C(C2C=CC=CC=2)=[N:8][C@H:9]([C:19]([O:21][CH2:22][CH3:23])=[O:20])[CH2:10][C:11]2[CH:16]=[CH:15][CH:14]=[C:13]([O:17][CH3:18])[CH:12]=2)C=CC=CC=1.Cl>C1COCC1>[CH3:18][O:17][C:13]1[CH:12]=[C:11]([CH:16]=[CH:15][CH:14]=1)[CH2:10][C@@H:9]([C:19]([O:21][CH2:22][CH3:23])=[O:20])[NH2:8]. Starting materials: C1(=CC=CC=C1)C(=N[C@@H](CC1=CC(=CC=C1)OC)C(=O)OCC)C1=CC=CC=C1 (ethyl N-(diphenylmethylidene)-3-methoxyphenylalaninate), Cl (hydrochloric acid). The product is crude product, COC=1C=C(C[C@H](N)C(=O)OCC)C=CC1 (ethyl 3-methoxyphenylalaninate). Procedure: To a 100-mL round-bottomed flask was added ethyl N-(diphenylmethylidene)-3-methoxyphenylalaninate (912 mg, 2.35 mmol), 5 M hydrochloric acid (0.471 mL, 2.35 mmol) and THF (20 mL). The reaction mixture was stirred at room temperature for 1 h. The solvent was removed in vacuo to give the crude product, ethyl 3-methoxyphenylalaninate which was used without further purification. Solvent: C1CCOC1 (THF). Reactants: ClC1=NC=C(C(=N1)NC1=C(C=CC=C1)S(=O)(=O)N(C)C)Cl (2-(2,5-Dichloro-pyrimidin-4-ylamino)-N,N-dimethyl-benzenesulfonamide), NC1=CC2=C(CCN(CC2)CC(=O)N2CCN(CC2)C)C=C1OC (2-(7-Amino-8-methoxy-1,2,4,5-tetrahydro-3-benzazepin-3-yl)-1-(4-methyl-piperazin-1-yl)-ethanone). Product: ClC=1C(=NC(=NC1)NC1=CC2=C(CCN(CC2)CC(=O)N2CCN(CC2)C)C=C1OC)NC1=C(C=CC=C1)S(=O)(=O)N(C)C (2-(5-Chloro-2-{8-methoxy-3-[2-(4-methyl-piperazin-1-yl)-2-oxo-ethyl]-2,3,4,5-tetrahydro-1H-3-benzazepin-7-ylamino}-pyrimidin-4-ylamino)-N,N-dimethyl-benzenesulfonamide). Isolated yield 36.0%. Reaction SMILES: Cl[C:2]1[N:7]=[C:6]([NH:8][C:9]2[CH:14]=[CH:13][CH:12]=[CH:11][C:10]=2[S:15]([N:18]([CH3:20])[CH3:19])(=[O:17])=[O:16])[C:5]([Cl:21])=[CH:4][N:3]=1.[NH2:22][C:23]1[C:43]([O:44][CH3:45])=[CH:42][C:26]2[CH2:27][CH2:28][N:29]([CH2:32][C:33]([N:35]3[CH2:40][CH2:39][N:38]([CH3:41])[CH2:37][CH2:36]3)=[O:34])[CH2:30][CH2:31][C:25]=2[CH:24]=1>>[Cl:21][C:5]1[C:6]([NH:8][C:9]2[CH:14]=[CH:13][CH:12]=[CH:11][C:10]=2[S:15]([N:18]([CH3:20])[CH3:19])(=[O:17])=[O:16])=[N:7][C:2]([NH:22][C:23]2[C:43]([O:44][CH3:45])=[CH:42][C:26]3[CH2:27][CH2:28][N:29]([CH2:32][C:33]([N:35]4[CH2:36][CH2:37][N:38]([CH3:41])[CH2:39][CH2:40]4)=[O:34])[CH2:30][CH2:31][C:25]=3[CH:24]=2)=[N:3][CH:4]=1. Reported procedure: In an analogous manner to Example 1503, the product was prepared from 2-(2,5-Dichloro-pyrimidin-4-ylamino)-N,N-dimethyl-benzenesulfonamide and 2-(7-Amino-8-methoxy-1,2,4,5-tetrahydro-3-benzazepin-3-yl)-1-(4-methyl-piperazin-1-yl)-ethanone. Product was isolated as a white foam (40 mg, 36%). mp: ˜140° C. (glass 100), MS (ESI+): 643.5 (M+H), 1H-NMR (CDCl3, 400 MHz) δ 9.35 (s, 1H), 8.54 (d, J=8 Hz, 1H), 8.15 (s, 1H), 8.01 (s, 1H), 7.90 (d, J=8 HZ, 1H), 7.58 (t, 1H), 7.52 (s, 1H), 7.25 (m, 1H), 6.67 ...